Task: describe an organic reaction: reactants, conditions, products, and yield. Dataset: the Open Reaction Database (ORD), a public repository of structured organic reaction records Starting materials: C1(=CC=CC=C1)C=1N=CC(NC1)=O (5-phenylpyrazin-2(1H)one), O=P(Cl)(Cl)Cl (POCl3), S(O)(O)(=O)=O (sulfuric acid). Product: ClC1=NC=C(N=C1)C1=CC=CC=C1 (2-Chloro-5-phenyl-pyrazine). Reaction SMILES: [C:1]1([C:7]2[N:8]=[CH:9][C:10](=O)[NH:11][CH:12]=2)[CH:6]=[CH:5][CH:4]=[CH:3][CH:2]=1.O=P(Cl)(Cl)[Cl:16].S(=O)(=O)(O)O>>[Cl:16][C:10]1[CH:9]=[N:8][C:7]([C:1]2[CH:6]=[CH:5][CH:4]=[CH:3][CH:2]=2)=[CH:12][N:11]=1. Reported procedure: A mixture of 0.01 mol. of 5-phenylpyrazin-2(1H)one 8.0 ml. of POCl3 and a drop of concentrated sulfuric acid is refluxed for 4-5 hr. The solution is poured into 100 g. of ice. The title compound is isolated by filtration and recrystallized. The reactants are ClCCl, CC(COC(c1ccccc1)(c1ccccc1)c1ccccc1)Oc1cc(NS(=O)(=O)N2CCN(C)CC2)nc(SCc2cccc(F)c2F)n1, O=C(O)C(F)(F)F. Product: CC(CO)Oc1cc(NS(=O)(=O)N2CCN(C)CC2)nc(SCc2cccc(F)c2F)n1. As a reaction SMILES: [Cl:59][CH2:60][Cl:61].[F:1][c:2]1[c:3]([CH2:4][S:5][c:6]2[n:7][c:8]([O:23][CH:24]([CH2:25][O:26][C:27]([c:28]3[cH:29][cH:30][cH:31][cH:32][cH:33]3)([c:34]3[cH:35][cH:36][cH:37][cH:38][cH:39]3)[c:40]3[cH:41][cH:42][cH:43][cH:44][cH:45]3)[CH3:46])[cH:9][c:10]([NH:12][S:13](=[O:14])(=[O:15])[N:16]3[CH2:17][CH2:18][N:19]([CH3:22])[CH2:20][CH2:21]3)[n:11]2)[cH:47][cH:48][cH:49][c:50]1[F:51].[F:52][C:53]([F:54])([F:55])[C:56]([OH:57])=[O:58]>>[F:1][c:2]1[c:3]([CH2:4][S:5][c:6]2[n:7][c:8]([O:23][CH:24]([CH2:25][OH:26])[CH3:46])[cH:9][c:10]([NH:12][S:13](=[O:14])(=[O:15])[N:16]3[CH2:17][CH2:18][N:19]([CH3:22])[CH2:20][CH2:21]3)[n:11]2)[cH:47][cH:48][cH:49][c:50]1[F:51]. Starting materials: CCOC(OCC)C(C)NCc1cccc2cccnc12, CC(C)(C)Oc1ccc(CC(NC(=O)OCC2c3ccccc3-c3ccccc32)C(=O)O)cc1. Yields the product CCOC(OCC)C(C)N(Cc1cccc2cccnc12)C(=O)C(Cc1ccc(OC(C)(C)C)cc1)NC(=O)OCC1c2ccccc2-c2ccccc21. As a reaction SMILES: [CH2:1]([CH3:2])[O:3][CH:4]([CH:5]([CH3:6])[NH:7][CH2:8][c:9]1[cH:10][cH:11][cH:12][c:13]2[cH:14][cH:15][cH:16][n:17][c:18]12)[O:19][CH2:20][CH3:21].[cH:22]1[cH:23][cH:24][cH:25][c:26]2[c:34]1[CH:33]([CH2:35][O:36][C:37](=[O:38])[NH:39][CH:40]([C:41](=[O:42])[OH:43])[CH2:44][c:45]1[cH:46][cH:47][c:48]([O:51][C:52]([CH3:53])([CH3:54])[CH3:55])[cH:49][cH:50]1)[c:32]1[c:27]-2[cH:28][cH:29][cH:30][cH:31]1>>[CH2:1]([CH3:2])[O:3][CH:4]([CH:5]([CH3:6])[N:7]([CH2:8][c:9]1[cH:10][cH:11][cH:12][c:13]2[cH:14][cH:15][cH:16][n:17][c:18]12)[C:41]([CH:40]([NH:39][C:37]([O:36][CH2:35][CH:33]1[c:32]2[c:27]([cH:28][cH:29][cH:30][cH:31]2)-[c:26]2[cH:25][cH:24][cH:23][cH:22][c:34]21)=[O:38])[CH2:44][c:45]1[cH:46][cH:47][c:48]([O:51][C:52]([CH3:53])([CH3:54])[CH3:55])[cH:49][cH:50]1)=[O:42])[O:19][CH2:20][CH3:21]. Starting materials: N1=C(C=CC2=CC=CC=C12)CCO (2-quinolineethanol), BrCCCCCCBr (1,6-dibromohexane), [OH-].[Na+] (sodium hydroxide), ClCCl (dichloromethane). Solvent: O (water), CCOCC (ether). Reaction conditions: time 40 hour. The product is BrCCCCCCOCCC1=NC2=CC=CC=C2C=C1 (2-[2-[(6-Bromohexyl)oxy]ethyl]quinoline). As a reaction SMILES: [N:1]1[C:10]2[C:5](=[CH:6][CH:7]=[CH:8][CH:9]=2)[CH:4]=[CH:3][C:2]=1[CH2:11][CH2:12][OH:13].[Br:14][CH2:15][CH2:16][CH2:17][CH2:18][CH2:19][CH2:20]Br.[OH-].[Na+].ClCCl>O.CCOCC>[Br:14][CH2:15][CH2:16][CH2:17][CH2:18][CH2:19][CH2:20][O:13][CH2:12][CH2:11][C:2]1[CH:3]=[CH:4][C:5]2[C:10](=[CH:9][CH:8]=[CH:7][CH:6]=2)[N:1]=1 |f:2.3|. Procedure: A mixture of 2-quinolineethanol (1.00 g), 1,6-dibromohexane (4 ml), TAB (100 mg), 50% aqueous sodium hydroxide (4 ml) and dichloromethane (3 ml) was stirred at room temperature for 40 h, then diluted with water (40 ml) and ether (25 ml). The organic phase was washed with water (20 ml), dried and evaporated in vacuo. The residual oil was purified by FCC eluting with hexane followed by hexane-ether (9:1) and ether, to give the title compound (1.18 g) as a pale yellow oil, t.l.c. (diethyl ether) Rf... Starting materials: C1(=CC=CC=C1)P(C1=CC=CC=C1)C1=CC=CC=C1 (triphenylphosphine), N(=NC(=O)OC(C)C)C(=O)OC(C)C (diisopropyl azodicarboxylate), OC=1C=C(C=CC1)C(C(CCC(=O)OC)C1=C(C=CC=C1)C)=O (methyl (RS)-5-(3-hydroxyphenyl)-5-oxo-4-(2-methylphenyl)pentanoate), CC1=C(SC=C1)CO (3-methyl-2-thienylmethanol). Run in O1CCCC1 (tetrahydrofuran). Conditions: temperature 5 celsius, time 15 minute. Product: CC1=C(SC=C1)COC=1C=C(C=CC1)C(C(CCC(=O)OC)C1=C(C=CC=C1)C)=O (methyl (RS)-5-[3-(3-methyl-2-thienylmethoxy)phenyl]-4-(2-methylphenyl)-5-oxopentanoate). Isolated yield 38.6%. As a reaction SMILES: C1(P(C2C=CC=CC=2)C2C=CC=CC=2)C=CC=CC=1.N(C(OC(C)C)=O)=NC(OC(C)C)=O.[OH:34][C:35]1[CH:36]=[C:37]([C:41](=[O:56])[CH:42]([C:49]2[CH:54]=[CH:53][CH:52]=[CH:51][C:50]=2[CH3:55])[CH2:43][CH2:44][C:45]([O:47][CH3:48])=[O:46])[CH:38]=[CH:39][CH:40]=1.[CH3:57][C:58]1[CH:62]=[CH:61][S:60][C:59]=1[CH2:63]O>O1CCCC1>[CH3:57][C:58]1[CH:62]=[CH:61][S:60][C:59]=1[CH2:63][O:34][C:35]1[CH:36]=[C:37]([C:41](=[O:56])[CH:42]([C:49]2[CH:54]=[CH:53][CH:52]=[CH:51][C:50]=2[CH3:55])[CH2:43][CH2:44][C:45]([O:47][CH3:48])=[O:46])[CH:38]=[CH:39][CH:40]=1. Procedure details: A solution of triphenylphosphine (1.13 g) in tetrahydrofuran (30 mL) is treated with diisopropyl azodicarboxylate (0.84 mL) at 0-5° C. The suspension is then treated with methyl (RS)-5-(3-hydroxyphenyl)-5-oxo-4-(2-methylphenyl)pentanoate (671 mg) and 3-methyl-2-thienylmethanol (275 mg), and stirred at 5° C. for 15 minutes. The solution is evaporated and the residue is subjected to flash chromatography on silica gel, eluting with a mixture of pentane and ethyl acetate (5:1 v/v), to give methyl (R... Starting materials: COC=C1C(=O)NC(=O)c2ccc(Br)cc21, CN(C)C=O, NCCCN1CCCC1. Yields the product O=C1NC(=O)c2ccc(Br)cc2C1=CNCCCN1CCCC1. As a reaction SMILES: [Br:1][c:2]1[cH:3][c:4]2[c:9]([cH:10][cH:11]1)[C:8](=[O:12])[NH:7][C:6](=[O:13])[C:5]2=[CH:14][O:15][CH3:16].[CH3:26][N:27]([CH3:28])[CH:29]=[O:30].[N:17]1([CH2:22][CH2:23][CH2:24][NH2:25])[CH2:18][CH2:19][CH2:20][CH2:21]1>>[Br:1][c:2]1[cH:3][c:4]2[c:9]([cH:10][cH:11]1)[C:8](=[O:12])[NH:7][C:6](=[O:13])[C:5]2=[CH:14][NH:25][CH2:24][CH2:23][CH2:22][N:17]1[CH2:18][CH2:19][CH2:20][CH2:21]1. Reactants: CC1(C)OCC(C)(C)C(C(=O)NCCC(=O)O)O1, CCCCCC=CCC=CCCCCCCCC(=O)NCCCO. Yields the product CCCCCC=CCC=CCCCCCCCC(=O)NCCCOC(=O)CCNC(=O)C1OC(C)(C)OCC1(C)C. As a reaction SMILES: [CH3:25][C:26]1([CH3:42])[O:27][CH2:28][C:29]([CH3:40])([CH3:41])[CH:30]([C:32](=[O:33])[NH:34][CH2:35][CH2:36][C:37](=[O:38])[OH:39])[O:31]1.[OH:1][CH2:2][CH2:3][CH2:4][NH:5][C:6]([CH2:7][CH2:8][CH2:9][CH2:10][CH2:11][CH2:12][CH2:13][CH:14]=[CH:15][CH2:16][CH:17]=[CH:18][CH2:19][CH2:20][CH2:21][CH2:22][CH3:23])=[O:24]>>[O:1]([CH2:2][CH2:3][CH2:4][NH:5][C:6]([CH2:7][CH2:8][CH2:9][CH2:10][CH2:11][CH2:12][CH2:13][CH:14]=[CH:15][CH2:16][CH:17]=[CH:18][CH2:19][CH2:20][CH2:21][CH2:22][CH3:23])=[O:24])[C:37]([CH2:36][CH2:35][NH:34][C:32]([CH:30]1[C:29]([CH3:40])([CH3:41])[CH2:28][O:27][C:26]([CH3:25])([CH3:42])[O:31]1)=[O:33])=[O:38]. The reactants are OC=1C=C(C=CC1OC)NS(=O)(=O)C=1C(SC2=CC=CC=C2C1)=O (N-(3-hydroxy-4-methoxyphenyl)-2-oxo-2H-thiochromene-3-sulfonamide), ClC=1C=C2C=C(C(SC2=CC1)=O)S(=O)(=O)NC1=CC(=C(C=C1)OC)O (6-chloro-N-(3-hydroxy-4-methoxyphenyl)-2-oxo-2H-thiochromene-3-sulfonamide), ClC1=CC=C2C=C(C(SC2=C1)=O)S(=O)(=O)NC1=CC(=C(C=C1)OC)O (7-chloro-N-(3-hydroxy-4-methoxyphenyl)-2-oxo-2H-thiochromene-3-sulfonamide), BrC1=CC=C(C=C1)NS(=O)(=O)C=1C(SC2=C(C=CC=C2C1)Cl)=O (N-(4-bromo-phenyl)-8-chloro-2-oxo-2H-thiochromene-3-sulfonamide), BrC1=CC=C(C=C1)NS(=O)(=O)C=1C(SC2=CC=C(C=C2C1)OC)=O (N-(4-bromophenyl)-6-methoxy-2-oxo-2H-thiochromene-3-sulfonamide), ClC=1C=C2C=C(C(SC2=CC1)=O)S(=O)(=O)NC1=CC=C(C=C1)OC.BrC=1C=C2C=C(C(SC2=CC1)=O)S(=O)(=O)NC1=CC=C(C=C1)OC (6-bromo-N-(4-methoxyphenyl)-2-oxo-2H-thiochromene-3-sulfonamide 6-chloro-N-(4-methoxyphenyl)-2-oxo-2H-thiochromene-3-sulfonamide), C(C)OC=1C=CC=C2C=C(C(SC12)=O)S(=O)(=O)NC1=CC=C(C=C1)OC (8-ethoxy-N-(4-methoxyphenyl)-2-oxo-2H-thiochromene-3-sulfonamide), C(C)OC=1C=CC=C2C=C(C(SC12)=O)S(=O)(=O)NC1=CC=C(C=C1)OC (8-ethoxy-N-(4-methoxyphenyl)-2-oxo-2H-thiochromene-3-sulfonamide), ClC1=CC=C2C=C(C(SC2=C1)=O)S(=O)(=O)NC1=CC=C(C=C1)Br (7-chloro-N-(4-bromophenyl)-2-oxo-2H-thiochromene-3-sulfonamide), NC=1C=C(C=CC1F)NS(=O)(=O)C=1C(SC2=CC=CC=C2C1)=O (N-(3-amino-4-fluorophenyl)-2-oxo-2H-thiochromene-3-sulfonamide), ClC1=CC=C2C=C(C(SC2=C1)=O)S(=O)(=O)NC1=CC=C(C=C1)OC (7-chloro-N-(4-methoxyphenyl)-2-oxo-2H-thiochromene-3-sulfonamide), NC=1C=C(C=CC1F)NS(=O)(=O)C=1C(SC2=CC=C(C=C2C1)OC)=O (N-(3-amino-4-fluorophenyl)-6-methoxy-2-oxo-2H-thiochromene-3-sulfonamide), NC=1C=C(C=CC1F)NS(=O)(=O)C=1C(SC2=C(C=CC=C2C1)OCC)=O (N-(3-amino-4-fluorophenyl)-8-ethoxy-2-oxo-2H-thiochromene-3-sulfonamide), BrC1=CC=C(C=C1)NS(=O)(=O)C=1C(SC2=C(C=CC=C2C1)Br)=O (N-(4-bromophenyl)-8-bromo-2-oxo-2H-thiochromene-3-sulfonamide), BrC1=CC=C(C=C1)NS(=O)(=O)C=1C(SC2=CC=CC=C2C1)=O (N-(4-bromophenyl)-2-oxo-2H-thiochromene-3-sulfonamide), ClC1=CC=C2C=C(C(SC2=C1)=O)S(=O)(=O)NC1=CC(=C(C=C1)F)N (7-chloro-N-(3-amino-4-fluorophenyl)-2-oxo-2H-thiochromene-3-sulfonamide). The product is COC1=CC=C(C=C1)NS(=O)(=O)C=1C(SC2=CC=CC=C2C1)=O (N-(4-methoxyphenyl)-2-oxo-2H-thiochromene-3-sulfonamide). Reaction SMILES: O[C:2]1[CH:3]=[C:4]([NH:10][S:11]([C:14]2[C:15](=[O:24])[S:16][C:17]3[C:22]([CH:23]=2)=[CH:21][CH:20]=[CH:19][CH:18]=3)(=[O:13])=[O:12])[CH:5]=[CH:6][C:7]=1[O:8][CH3:9].NC1C=C(NS(C2C(=O)SC3C(C=2)=CC=CC=3)(=O)=O)C=CC=1F.BrC1C=CC(NS(C2C(=O)SC3C(C=2)=CC=CC=3)(=O)=O)=CC=1.ClC1C=C2C(C=C(S(NC3C=CC(OC)=CC=3)(=O)=O)C(=O)S2)=CC=1.ClC1C=C2C(C=C(S(NC3C=CC(OC)=C(O)C=3)(=O)=O)C(=O)S2)=CC=1.ClC1C=C2C(C=C(S(NC3C=CC(F)=C(N)C=3)(=O)=O)C(=O)S2)=CC=1.ClC1C=C2C(C=C(S(NC3C=CC(Br)=CC=3)(=O)=O)C(=O)S2)=CC=1.ClC1C=C2C(=CC=1)SC(=O)C(S(NC1C=CC(OC)=CC=1)(=O)=O)=C2.BrC1C=C2C(=CC=1)SC(=O)C(S(NC1C=CC(OC)=CC=1)(=O)=O)=C2.C(OC1C=CC=C2C=1SC(=O)C(S(NC1C=CC(OC)=CC=1)(=O)=O)=C2)C.ClC1C=C2C(=CC=1)SC(=O)C(S(NC1C=CC(OC)=C(O)C=1)(=O)=O)=C2.NC1C=C(NS(C2C(=O)SC3C(C=2)=CC=CC=3OCC)(=O)=O)C=CC=1F.NC1C=C(NS(C2C(=O)SC3C(C=2)=CC(OC)=CC=3)(=O)=O)C=CC=1F.BrC1C=CC(NS(C2C(=O)SC3C(C=2)=CC(OC)=CC=3)(=O)=O)=CC=1.BrC1C=CC(NS(C2C(=O)SC3C(C=2)=CC=CC=3Cl)(=O)=O)=CC=1.BrC1C=CC(NS(C2C(=O)SC3C(C=2)=CC=CC=3Br)(=O)=O)=CC=1>>[CH3:9][O:8][C:7]1[CH:6]=[CH:5][C:4]([NH:10][S:11]([C:14]2[C:15](=[O:24])[S:16][C:17]3[C:22]([CH:23]=2)=[CH:21][CH:20]=[CH:19][CH:18]=3)(=[O:13])=[O:12])=[CH:3][CH:2]=1 |f:7.8|. Procedure details: N-(3-hydroxy-4-methoxyphenyl)-2-oxo-2H-thiochromene-3-sulfonamide; N-(3-amino-4-fluorophenyl)-2-oxo-2H-thiochromene-3-sulfonamide; N-(4-bromophenyl)-2-oxo-2H-thiochromene-3-sulfonamide; 7-chloro-N-(4-methoxyphenyl)-2-oxo-2H-thiochromene-3-sulfonamide; 7-chloro-N-(3-hydroxy-4-methoxyphenyl)-2-oxo-2H-thiochromene-3-sulfonamide; 7-chloro-N-(3-amino-4-fluorophenyl)-2-oxo-2H-thiochromene-3-sulfonamide; 7-chloro-N-(4-bromophenyl)-2-oxo-2H-thiochromene-3-sulfonamide; 6-bromo-N-(4-methoxyphenyl)-2-oxo-2... Starting materials: P(OCCCC)(OCCCC)O (Dibutyl hydrogen phosphite), CC1=CCC2CC1C2(C)C (α-pinene). Product: C1(C(CC(CC1P(OCCCC)(OCCCC)=O)C(C)C)P(OCCCC)(OCCCC)=O)C (Tetrabutyl para-menthane-2,6-diyldiphosponate). Yield: 69.0%. RXN SMILES: [P:1]([OH:12])([O:7][CH2:8][CH2:9][CH2:10][CH3:11])[O:2][CH2:3][CH2:4][CH2:5][CH3:6].[CH3:13][C:14]1[CH:19]2[C:20]([CH3:22])([CH3:21])[CH:17]([CH2:18]2)[CH2:16][CH:15]=1>>[CH:14]1([CH3:13])[CH:15]([P:1](=[O:12])([O:7][CH2:8][CH2:9][CH2:10][CH3:11])[O:2][CH2:3][CH2:4][CH2:5][CH3:6])[CH2:16][CH:17]([CH:20]([CH3:21])[CH3:22])[CH2:18][CH:19]1[P:1](=[O:12])([O:7][CH2:8][CH2:9][CH2:10][CH3:11])[O:2][CH2:3][CH2:4][CH2:5][CH3:6]. Procedure: Dibutyl hydrogen phosphite and α-pinene were reacted in substantially the same manner as reported in Example 3 to make the titled compound (69% theory yield). The NMR spectrum was in agreement with the expected structure. Reactants: ClC=1C=C(CN2C(C3=C(C=CC=C3C(=N2)CC(=O)OCC)F)=O)C=CC1Cl (Ethyl 2-(3,4-dichlorobenzyl)-8-fluoro-1,2-dihydro-1-oxophthalazin-4-ylacetate), [Na] (sodium), C(C)O (ethanol). Yields the product ClC=1C=C(CN2C(C3=C(C=CC=C3C(=N2)CC(=O)OCC)OCC)=O)C=CC1Cl (ethyl 2(3,4-dichlorobenzyl)-8-ethoxy-1,2-dihydro-1-oxophthalazin-4-ylacetate). Reaction SMILES: [Cl:1][C:2]1[CH:3]=[C:4]([CH:24]=[CH:25][C:26]=1[Cl:27])[CH2:5][N:6]1[N:15]=[C:14]([CH2:16][C:17]([O:19][CH2:20][CH3:21])=[O:18])[C:13]2[C:8](=[C:9](F)[CH:10]=[CH:11][CH:12]=2)[C:7]1=[O:23].[Na].[CH2:29]([OH:31])[CH3:30]>>[Cl:1][C:2]1[CH:3]=[C:4]([CH:24]=[CH:25][C:26]=1[Cl:27])[CH2:5][N:6]1[N:15]=[C:14]([CH2:16][C:17]([O:19][CH2:20][CH3:21])=[O:18])[C:13]2[C:8](=[C:9]([O:31][CH2:29][CH3:30])[CH:10]=[CH:11][CH:12]=2)[C:7]1=[O:23] |^1:27|. Procedure: Ethyl 2-(3,4-dichlorobenzyl)-8-fluoro-1,2-dihydro-1-oxophthalazin-4-ylacetate (1.8 g.) was added to a solution of sodium (1.5 g.) in dry ethanol (150 ml.). The solution obtained was heated under reflux for 3 hours and then evaporated. Water (100 ml.) was added to the residue and the solid obtained was collected by filtration and dried to give ethyl 2(3,4-dichlorobenzyl)-8-ethoxy-1,2-dihydro-1-oxophthalazin-4-ylacetate (0.5 g.).